Task: describe an organic reaction: reactants, conditions, products, and yield. Dataset: the Open Reaction Database (ORD), a public repository of structured organic reaction records The reactants are ClCCl, CC(C)(C)OC(=O)N1CCC(Oc2ccccc2C(F)(F)F)C1, O=C(O)C(F)(F)F. The product is FC(F)(F)c1ccccc1OC1CCNC1. Reaction SMILES: [Cl:31][CH2:32][Cl:33].[F:1][C:2]([c:3]1[c:4]([O:5][CH:6]2[CH2:7][N:8]([C:11]([O:12][C:13]([CH3:14])([CH3:15])[CH3:16])=[O:17])[CH2:9][CH2:10]2)[cH:18][cH:19][cH:20][cH:21]1)([F:22])[F:23].[F:24][C:25]([F:26])([F:27])[C:28]([OH:29])=[O:30]>>[F:1][C:2]([c:3]1[c:4]([O:5][CH:6]2[CH2:7][NH:8][CH2:9][CH2:10]2)[cH:18][cH:19][cH:20][cH:21]1)([F:22])[F:23]. Reactants: FC1=CC=C(C=C1)C1=CNC2=CC(=CC=C12)C(=O)OC (Methyl 3-(4-fluorophenyl)-1H-indole-6-carboxylate), O[Li].O (LiOH.H2O). Solvent: C1CCOC1.O (THF H2O). The product is FC1=CC=C(C=C1)C1=CNC2=CC(=CC=C12)C(=O)O (3-(4-Fluoro-phenyl)-1H-indole-6-carboxylic acid). Isolated yield 123.5%. As a reaction SMILES: [F:1][C:2]1[CH:7]=[CH:6][C:5]([C:8]2[C:16]3[C:11](=[CH:12][C:13]([C:17]([O:19]C)=[O:18])=[CH:14][CH:15]=3)[NH:10][CH:9]=2)=[CH:4][CH:3]=1.O[Li].O>C1COCC1.O>[F:1][C:2]1[CH:3]=[CH:4][C:5]([C:8]2[C:16]3[C:11](=[CH:12][C:13]([C:17]([OH:19])=[O:18])=[CH:14][CH:15]=3)[NH:10][CH:9]=2)=[CH:6][CH:7]=1 |f:1.2,3.4|. Reported procedure: A solution of compound 53d (303 mg, 0.79 mmol), and LiOH.H2O (132.7 mg, 3.16 mmol) in THF/H2O (10 mL/10 mL) was stirred at 45° C. for 5 h. The resulting mixture was concentrated and diluted with water. The water layer was acidified with 1N aqueous HCl to pH˜4 and extracted with CH2Cl2. The organic solution was dried over Na2SO4 and concentrated to give 53e (249 mg), which was used in the next reaction without further purification. MS m/z (M+H+) 256.0. Reactants: C(C(C)C)N([C@@H](CCCCNC(=O)OCC1C2=CC=CC=C2C=2C=CC=CC12)C(=O)O)S(=O)(=O)C1=CC=C(C=C1)C (Nα-isobutyl-Nα-(4-methylbenzenesulfonyl)-Nε-(9-fluorenylmethoxycarbonyl)-L-lysine), CC1=CC=C(C=C1)S(=O)(=O)N[C@@H](CC(=O)O)C(=O)O (Nα-(4-methylbenzenesulfonyl)-L-aspartic acid). Product: CC1=CC=C(C=C1)S(=O)(=O)N[C@@H](CC(=O)O)C(=O)NCCCC[C@@H](C(=O)O)N(CC(C)C)S(=O)(=O)C2=CC=C(C=C2)C (Nα-isobutyl-Nα-(4-methylbenzenesulfonyl)-Nε-[N′α-(4-methylbenzenesulfonyl)-L-aspartyl]-L-lysine), desired material. Isolated yield 26.0%. Reaction SMILES: [CH2:1]([N:5]([S:32]([C:35]1[CH:40]=[CH:39][C:38]([CH3:41])=[CH:37][CH:36]=1)(=[O:34])=[O:33])[C@H:6]([C:29]([OH:31])=[O:30])[CH2:7][CH2:8][CH2:9][CH2:10][NH:11]C(OCC1C2C=CC=CC=2C2C1=CC=CC=2)=O)[CH:2]([CH3:4])[CH3:3].[CH3:42][C:43]1[CH:48]=[CH:47][C:46]([S:49]([NH:52][C@H:53]([C:58]([OH:60])=O)[CH2:54][C:55]([OH:57])=[O:56])(=[O:51])=[O:50])=[CH:45][CH:44]=1>>[CH3:42][C:43]1[CH:44]=[CH:45][C:46]([S:49]([NH:52][C@H:53]([C:58]([NH:11][CH2:10][CH2:9][CH2:8][CH2:7][C@H:6]([N:5]([S:32]([C:35]2[CH:40]=[CH:39][C:38]([CH3:41])=[CH:37][CH:36]=2)(=[O:34])=[O:33])[CH2:1][CH:2]([CH3:4])[CH3:3])[C:29]([OH:31])=[O:30])=[O:60])[CH2:54][C:55]([OH:57])=[O:56])(=[O:50])=[O:51])=[CH:47][CH:48]=1. Procedure details: The title compound was prepared from solid phase bound Nα-isobutyl-Nα-(4-methylbenzenesulfonyl)-Nε-(9-fluorenylmethoxycarbonyl)-L-lysine as described in general procedure Bb using Nα-(4-methylbenzenesulfonyl)-L-aspartic acid (340 mg,1.2 mmol) prepared in step A of this example. The final product was purified by preparative HPLC to yield 20 mg (26%) of the desired material. The reactants are CCCCOc1nc(N)c2nc(OC)n(CCCNCC3CCOC3)c2n1, CO, Cl, C1COCCO1. The product is CCCCOc1nc(N)c2[nH]c(=O)n(CCCNCC3CCOC3)c2n1. RXN SMILES: [CH2:1]([CH2:2][CH2:3][CH3:4])[O:5][c:6]1[n:7][c:8]([NH2:27])[c:9]2[n:10][c:11]([O:25][CH3:26])[n:12]([CH2:15][CH2:16][CH2:17][NH:18][CH2:19][CH:20]3[CH2:21][O:22][CH2:23][CH2:24]3)[c:13]2[n:14]1.[CH3:35][OH:36].[ClH:28].[O:29]1[CH2:30][CH2:31][O:32][CH2:33][CH2:34]1>>[CH2:1]([CH2:2][CH2:3][CH3:4])[O:5][c:6]1[n:7][c:8]([NH2:27])[c:9]2[nH:10][c:11](=[O:25])[n:12]([CH2:15][CH2:16][CH2:17][NH:18][CH2:19][CH:20]3[CH2:21][O:22][CH2:23][CH2:24]3)[c:13]2[n:14]1. The reactants are ClC(C=1OC2=C(C1)C=CC=C2OC)C2CCCCC2 (2-[chloro(cyclohexyl)methyl]-7-methoxy-1-benzofuran), NC1=CC=C(C=C1)C(=O)NCCC(=O)OCC (ethyl 3-{[(4-aminophenyl)carbonyl]amino}propanoate), compound. Product: C1(CCCCC1)C(C=1OC2=C(C1)C=CC=C2OC)NC2=CC=C(C=C2)C(=O)NCCC(=O)O (3-{[(4-{[cyclohexyl(7-methoxy-1-benzofuran-2-yl)methyl]amino}phenyl)carbonyl]amino}propanoic acid). Reaction SMILES: Cl[CH:2]([CH:14]1[CH2:19][CH2:18][CH2:17][CH2:16][CH2:15]1)[C:3]1[O:4][C:5]2[C:11]([O:12][CH3:13])=[CH:10][CH:9]=[CH:8][C:6]=2[CH:7]=1.[NH2:20][C:21]1[CH:26]=[CH:25][C:24]([C:27]([NH:29][CH2:30][CH2:31][C:32]([O:34]CC)=[O:33])=[O:28])=[CH:23][CH:22]=1>>[CH:14]1([CH:2]([NH:20][C:21]2[CH:22]=[CH:23][C:24]([C:27]([NH:29][CH2:30][CH2:31][C:32]([OH:34])=[O:33])=[O:28])=[CH:25][CH:26]=2)[C:3]2[O:4][C:5]3[C:11]([O:12][CH3:13])=[CH:10][CH:9]=[CH:8][C:6]=3[CH:7]=2)[CH2:19][CH2:18][CH2:17][CH2:16][CH2:15]1. Procedure details: Using 2-[chloro(cyclohexyl)methyl]-7-methoxy-1-benzofuran (422 mg) synthesized above and ethyl 3-{[(4-aminophenyl)carbonyl]amino}propanoate (357 mg) synthesized in Example 1(2) and in the same manner as in Example A7(3), the title object compound (64.3 mg, 9%) was obtained as a pale-yellow solid. Starting materials: COc1cc(C(F)(F)F)cc(SC)c1C(=O)NC1CCCC1NC(=O)OC(C)(C)C, CO, Cl, [Na+], [Na+], O=C([O-])[O-]. The product is COc1cc(C(F)(F)F)cc(SC)c1C(=O)NC1CCCC1N. As a reaction SMILES: [C:1]([O:2][C:3](=[O:4])[NH:7][CH:8]1[CH:9]([NH:13][C:14]([c:15]2[c:16]([O:27][CH3:28])[cH:17][c:18]([C:23]([F:24])([F:25])[F:26])[cH:19][c:20]2[S:21][CH3:22])=[O:29])[CH2:10][CH2:11][CH2:12]1)([CH3:5])([CH3:6])[CH3:30].[CH3:38][OH:39].[ClH:31].[Na+:32].[Na+:33].[O-:34][C:35](=[O:36])[O-:37]>>[NH2:7][CH:8]1[CH:9]([NH:13][C:14]([c:15]2[c:16]([O:27][CH3:28])[cH:17][c:18]([C:23]([F:24])([F:25])[F:26])[cH:19][c:20]2[S:21][CH3:22])=[O:29])[CH2:10][CH2:11][CH2:12]1. Procedure details: 2-(3- Chloro-2-methylpropyl)naphthol1,8-cd]isothiazole 1,1-dioxide may be prepared in the following manner: the experiment is carried out as in Example 56 for the preparation of 2-(3-bromo-2-hydroxypropyl)naphtho[1,8-cd]isothiazole 1,1-dioxide, starting with naphtho[1,8-cd]isothiazole 1,1-dioxide (10.3 g) in dimethylformamide (125 cc), sodium hydride (2.4 g) in a 50% dispersion in vaseline oil, and 1-bromo-3-chloro-2-methylpropane (5.9 cc). After purification by flash-chromatography on a silica ... The product is ClCC(CN1S(C=2C3=C1C=CC=C3C=CC2)(=O)=O)C (2-(3-chloro-2-methylpropyl)naphtho[1,8-cd]isothiazole 1,1-dioxide). Reactants: S1(NC2=C3C1=CC=CC3=CC=C2)(=O)=O (naphtho[1,8-cd]isothiazole 1,1-dioxide), 2-(3- Chloro-2-methylpropyl)naphthol1,8, S1(N=CC=C1)(=O)=O (isothiazole 1,1-dioxide), [H-].[Na+] (sodium hydride), BrCC(CN1S(C=2C3=C1C=CC=C3C=CC2)(=O)=O)O (2-(3-bromo-2-hydroxypropyl)naphtho[1,8-cd]isothiazole 1,1-dioxide), BrCC(CCl)C (1-bromo-3-chloro-2-methylpropane). RXN SMILES: S1(=O)(=O)C=CC=N1.BrCC(O)CN1C2C=CC=C3C=CC=C(C=23)S1(=O)=O.[S:27]1(=[O:40])(=[O:39])[C:31]2=[CH:32][CH:33]=[CH:34][C:35]3=[CH:36][CH:37]=[CH:38][C:29](=[C:30]23)[NH:28]1.[H-].[Na+].Br[CH2:44][CH:45]([CH3:48])[CH2:46][Cl:47]>CN(C)C=O>[Cl:47][CH2:46][CH:45]([CH3:48])[CH2:44][N:28]1[C:29]2[CH:38]=[CH:37][CH:36]=[C:35]3[CH:34]=[CH:33][CH:32]=[C:31]([C:30]=23)[S:27]1(=[O:39])=[O:40] |f:3.4|. The solvent is CN(C=O)C (dimethylformamide). Reactants: [OH-].[Na+] (NaOH), C(#N)C1=C(OCC(C(=O)NCC2=CC=C(C=C2)OC)(C)C)C=CC=C1[N+](=O)[O-] (3-(2-cyano-3-nitrophenoxy)-N-(4-methoxybenzyl)-2,2-dimethyl-propanamide), O.O.Cl[Sn]Cl (SnCl2.2H2O). Run in COCCOCCOC (diglyme), Cl (HCl). Conditions: temperature 0 celsius, time 1 hour. Yields the product NC=1C(=C(OCC(C(=O)NCC2=CC=C(C=C2)OC)(C)C)C=CC1)C#N (3-(3-amino-2-cyanophenoxy)-N-(4-methoxybenzyl)-2,2-dimethylpropanamide). The yield is 85.8%. RXN SMILES: [C:1]([C:3]1[C:25]([N+:26]([O-])=O)=[CH:24][CH:23]=[CH:22][C:4]=1[O:5][CH2:6][C:7]([CH3:21])([CH3:20])[C:8]([NH:10][CH2:11][C:12]1[CH:17]=[CH:16][C:15]([O:18][CH3:19])=[CH:14][CH:13]=1)=[O:9])#[N:2].O.O.Cl[Sn]Cl.[OH-].[Na+]>COCCOCCOC.Cl>[NH2:26][C:25]1[C:3]([C:1]#[N:2])=[C:4]([CH:22]=[CH:23][CH:24]=1)[O:5][CH2:6][C:7]([CH3:21])([CH3:20])[C:8]([NH:10][CH2:11][C:12]1[CH:17]=[CH:16][C:15]([O:18][CH3:19])=[CH:14][CH:13]=1)=[O:9] |f:1.2.3,4.5|. Reported procedure: To a solution of 3-(2-cyano-3-nitrophenoxy)-N-(4-methoxybenzyl)-2,2-dimethyl-propanamide (1.15 g, 3.0 mmol) (Example 220c) in diglyme (30 mL) was added dropwise a solution of SnCl2.2H2O (2.03 g, 9.0 mmol) in concentrated HCl (15 mL) at 0° C. The reaction mixture was then stirred at 0° C. for another 1 hr. The reaction solution was neutralized with 2 N NaOH at 0° C., and extracted with EtOAc (2×). The combined organic layers were washed with brine, dried over Na2SO4. After evaporation of the solv... Starting materials: CC=1C=C(CCl)C=CC1C (3,4-dimethylbenzyl chloride), [K] (potassium), C1(C=2C(C(N1)=O)=CC=CC2)=O (phthalimide). Run in CN(C)C=O (DMF). Product: C1(C=2C(C(N1CC=1C=C(C(=CC1)C)C)=O)=CC=CC2)=O (4-phthalimidomethyl-o-xylene). Reaction SMILES: [CH3:1][C:2]1[CH:3]=[C:4]([CH:7]=[CH:8][C:9]=1[CH3:10])[CH2:5]Cl.[K].[C:12]1(=[O:22])[NH:16][C:15](=[O:17])[C:14]2=[CH:18][CH:19]=[CH:20][CH:21]=[C:13]12>CN(C=O)C>[C:12]1(=[O:22])[N:16]([CH2:5][C:4]2[CH:3]=[C:2]([CH3:1])[C:9]([CH3:10])=[CH:8][CH:7]=2)[C:15](=[O:17])[C:14]2=[CH:18][CH:19]=[CH:20][CH:21]=[C:13]12 |^1:10|. Procedure details: 92.8 g of 3,4-dimethylbenzyl chloride and 116.7 g of potassium salt of phthalimide were dissolved in 600 ml of DMF and the solution was heated under reflux for 20 hours. After cooling, insoluble materials were removed by filtration and the filtrate was concentrated. The residue was dissolved in chloroform, washed with 0.1 N aqueous sodium hydroxide and then with water, and concentrated. 140 g of 4-phthalimidomethyl-o-xylene was obtained by recrystallization from a chloroform-ether mixed solvent. Reactants: intermediate 27, C(C1=CC=CC=C1)OC1=C(N=C2C(OCCN2C1=O)(C)C)C(=O)O (3-(benzyloxy)-9,9-dimethyl-4-oxo-4,6,7,9-tetrahydropyrimido-[2,1-c][1,4]oxazine-2-carboxylic acid), FC1=CC=C(C=C1)CNOC ((4-fluorophenyl)-N-methoxymethanamine). The product is FC1=CC=C(CN(C(=O)C=2N=C3C(OCCN3C(C2OCC2=CC=CC=C2)=O)(C)C)OC)C=C1 (N-(4-Fluorobenzyl)-3-(benzyloxy)-N-methoxy-9,9-dimethyl-4-oxo-4,6,7,9-tetrahydropyrimido[2,1-c][1,4]oxazine-2-carboxamide). Reaction SMILES: [CH2:1]([O:8][C:9]1[C:18](=[O:19])[N:17]2[C:12]([C:13]([CH3:21])([CH3:20])[O:14][CH2:15][CH2:16]2)=[N:11][C:10]=1[C:22](O)=[O:23])[C:2]1[CH:7]=[CH:6][CH:5]=[CH:4][CH:3]=1.[F:25][C:26]1[CH:31]=[CH:30][C:29]([CH2:32][NH:33][O:34][CH3:35])=[CH:28][CH:27]=1>>[F:25][C:26]1[CH:27]=[CH:28][C:29]([CH2:32][N:33]([O:34][CH3:35])[C:22]([C:10]2[N:11]=[C:12]3[N:17]([C:18](=[O:19])[C:9]=2[O:8][CH2:1][C:2]2[CH:3]=[CH:4][CH:5]=[CH:6][CH:7]=2)[CH2:16][CH2:15][O:14][C:13]3([CH3:20])[CH3:21])=[O:23])=[CH:30][CH:31]=1. Procedure: The title compound can be prepared from intermediate 27, 3-(benzyloxy)-9,9-dimethyl-4-oxo-4,6,7,9-tetrahydropyrimido-[2,1-c][1,4]oxazine-2-carboxylic acid and (4-fluorophenyl)-N-methoxymethanamine. White crystals; mp 141° C. (ethyl acetate-hexane). 1HNMR 400 MHz (CDCl3) δ (ppm): 1.66 (6H, s, 2×CH3), 3.59 (3H, s, OCH3), 4.07 (4H, m, 2×CH2), 4.90 (2H, s, NCH2), 5.20 (2H, s, OCH2), 6.81 (2H, m, aromatics), 7.26–7.30 (3H, m, aromatics), 7.36 (2H, m, aromatics), 7.44 (2H, m, aromatics). HRMS (ESI+) c...